From a dataset of the Open Reaction Database (ORD), a public repository of structured organic reaction records. describe an organic reaction: reactants, conditions, products, and yield Reaction SMILES: [CH2:1]([CH3:2])[O:3][C:4]([NH:5][c:6]1[cH:7][c:8]2[cH:9][cH:10][c:11]([Cl:16])[cH:12][c:13]2[cH:14][cH:15]1)=[O:17].[CH3:28][C:29](=[O:30])[OH:31].[Cl:18][N:19]1[C:20](=[O:21])[CH2:22][CH2:23][C:24]1=[O:25].[ClH:26].[OH2:27]>>[CH2:1]([CH3:2])[O:3][C:4]([NH:5][c:6]1[c:7]([Cl:18])[c:8]2[cH:9][cH:10][c:11]([Cl:16])[cH:12][c:13]2[cH:14][cH:15]1)=[O:17]. The reactants are CCOC(=O)Nc1ccc2cc(Cl)ccc2c1, CC(=O)O, O=C1CCC(=O)N1Cl, Cl, O. The product is CCOC(=O)Nc1ccc2cc(Cl)ccc2c1Cl.